From a dataset of the Open Reaction Database (ORD), a public repository of structured organic reaction records. describe an organic reaction: reactants, conditions, products, and yield Starting materials: CCCCOC(=O)C=C(C)c1ccc(NC(=O)c2cc([Si](C)(C)C)cc([Si](C)(C)C)c2)cc1C, Cl, [K+], C1CCOC1, [OH-]. Yields the product CC(=CC(=O)O)c1ccc(NC(=O)c2cc([Si](C)(C)C)cc([Si](C)(C)C)c2)cc1C. As a reaction SMILES: [CH3:1][Si:2]([c:3]1[cH:4][c:5]([C:6](=[O:7])[NH:8][c:9]2[cH:10][c:11]([CH3:25])[c:12]([C:15](=[CH:16][C:17](=[O:18])[O:19][CH2:20][CH2:21][CH2:22][CH3:23])[CH3:24])[cH:13][cH:14]2)[cH:26][c:27]([Si:29]([CH3:30])([CH3:31])[CH3:32])[cH:28]1)([CH3:33])[CH3:34].[ClH:37].[K+:36].[O:38]1[CH2:39][CH2:40][CH2:41][CH2:42]1.[OH-:35]>>[CH3:1][Si:2]([c:3]1[cH:4][c:5]([C:6](=[O:7])[NH:8][c:9]2[cH:10][c:11]([CH3:25])[c:12]([C:15](=[CH:16][C:17](=[O:18])[OH:19])[CH3:24])[cH:13][cH:14]2)[cH:26][c:27]([Si:29]([CH3:30])([CH3:31])[CH3:32])[cH:28]1)([CH3:33])[CH3:34].